Dataset: the Open Reaction Database (ORD), a public repository of structured organic reaction records. Task: describe an organic reaction: reactants, conditions, products, and yield Reactants: C1(=CC=CC=C1)C=1N=C2N(C3=C(NC4=C2C=CC=C4)N=CC=C3)C1 (2-phenyl-9H-benzo[f]imidazo[1,2-d]pyrido[2,3-b][1,4]diazepine), BrN1C(CCC1=O)=O (N-bromosuccinimide). The solvent is C1CCOC1 (THF). Reaction conditions: time 1 hour. Product: BrC1=C(N=C2N1C1=C(NC3=C2C=CC=C3)N=CC=C1)C1=CC=CC=C1 (3-bromo-2-phenyl-9H-benzo[f]imidazo[1,2-d]pyrido[2,3-b][1,4]diazepine). Reaction SMILES: [C:1]1([C:7]2[N:8]=[C:9]3[C:15]4[CH:16]=[CH:17][CH:18]=[CH:19][C:14]=4[NH:13][C:12]4[N:20]=[CH:21][CH:22]=[CH:23][C:11]=4[N:10]3[CH:24]=2)[CH:6]=[CH:5][CH:4]=[CH:3][CH:2]=1.[Br:25]N1C(=O)CCC1=O>C1COCC1>[Br:25][C:24]1[N:10]2[C:11]3[CH:23]=[CH:22][CH:21]=[N:20][C:12]=3[NH:13][C:14]3[CH:19]=[CH:18][CH:17]=[CH:16][C:15]=3[C:9]2=[N:8][C:7]=1[C:1]1[CH:2]=[CH:3][CH:4]=[CH:5][CH:6]=1. Procedure: To a solution of 2-phenyl-9H-benzo[f]imidazo[1,2-d]pyrido[2,3-b][1,4]diazepine (0.7 g, 1 eq.) in THF (20 mL) was added N-bromosuccinimide (0.4 g, 1 eq.). The reaction was stirred at room temperature for 1 hour, poured onto water (100 mL) and extracted with ethyl acetate (2×100 mL). The organic extracts were combined, washed with saturated sodium bicarbonate (1×100 mL), water (1×50 mL), brine (1×50 mL) and dried over sodium sulfate. After filtration and concentration under reduced pressure 3-brom...